Dataset: the Open Reaction Database (ORD), a public repository of structured organic reaction records. Task: describe an organic reaction: reactants, conditions, products, and yield Starting materials: O (water), CNC1=NC=CC=N1 (N-methylpyrimidin-2-amine), O.NN (hydrazine hydrate), BrCC(=O)C1=CC=CC=C1 (2-bromo-1-phenylethanone). Solvent: C(C)#N (acetonitrile). Run at temperature 130 celsius. Yields the product CN1C(=NC=C1C1=CC=CC=C1)N (1-methyl-5-phenyl-1H-imidazol-2-ylamine). RXN SMILES: [CH3:1][NH:2][C:3]1[N:8]=CC=C[N:4]=1.Br[CH2:10][C:11]([C:13]1[CH:18]=[CH:17][CH:16]=[CH:15][CH:14]=1)=O.O.NN.O>C(#N)C>[CH3:1][N:2]1[C:11]([C:13]2[CH:18]=[CH:17][CH:16]=[CH:15][CH:14]=2)=[CH:10][N:4]=[C:3]1[NH2:8] |f:2.3|. Procedure: To a microwave vial containing a solution of N-methylpyrimidin-2-amine (90b, 290 mg, 2.7 mmol) in acetonitrile (5 mL) was added 2-bromo-1-phenylethanone (714 mg, 3.6 mmol). The vial was sealed and heated in a microwave reactor at 130° C. for 20 minutes and then cooled to room temperature. The reaction mixture was treated with hydrazine hydrate (0.65 mL, 13.3 mmol) and then heated in a microwave reactor at 100° C. for 5.0 minutes. The solution was poured into water and filtered the precipitate to... Reactants: CC(CCCC(C)(C)O)CC=O (hydroxycitronellal). Solvent: CC(=O)C (acetone). The product is CC(CC=CC(C)=O)CCCC(C)(O)C (6,10-dimethylundeca-3-en-2-on-10-ol). Reaction SMILES: [CH3:1][CH:2]([CH2:10][CH:11]=O)[CH2:3][CH2:4][CH2:5][C:6]([OH:9])([CH3:8])[CH3:7]>CC(C)=O>[CH3:1][CH:2]([CH2:3][CH2:4][CH2:5][C:6]([CH3:7])([OH:9])[CH3:8])[CH2:10][CH:11]=[CH:5][C:6](=[O:9])[CH3:7]. Procedure: Ethynylation of 212 g of 6,10-dimethylundeca-3-en-2-on-10-ol obtained by aldol condensation of hydroxycitronellal and acetone was carried out in the same manner as in example 20 except that hydroxycitronellal was used in place of pseudoionone and 269 g of a crude product was thus obtained.